This data is from the Open Reaction Database (ORD), a public repository of structured organic reaction records. The task is: describe an organic reaction: reactants, conditions, products, and yield Starting materials: CSc1ccc(-n2ccc(OC3CCN(C(=O)OCc4ccccc4)CC3)cc2=O)cc1, ClCCl, C[Si](C)(C)I. Product: CSc1ccc(-n2ccc(OC3CCNCC3)cc2=O)cc1. As a reaction SMILES: [CH3:1][S:2][c:3]1[cH:4][cH:5][c:6](-[n:9]2[c:10](=[O:32])[cH:11][c:12]([O:15][CH:16]3[CH2:17][CH2:18][N:19]([C:22]([O:23][CH2:24][c:25]4[cH:26][cH:27][cH:28][cH:29][cH:30]4)=[O:31])[CH2:20][CH2:21]3)[cH:13][cH:14]2)[cH:7][cH:8]1.[Cl:38][CH2:39][Cl:40].[I:33][Si:34]([CH3:35])([CH3:36])[CH3:37]>>[CH3:1][S:2][c:3]1[cH:4][cH:5][c:6](-[n:9]2[c:10](=[O:32])[cH:11][c:12]([O:15][CH:16]3[CH2:17][CH2:18][NH:19][CH2:20][CH2:21]3)[cH:13][cH:14]2)[cH:7][cH:8]1.